describe an organic reaction: reactants, conditions, products, and yield From a dataset of the Open Reaction Database (ORD), a public repository of structured organic reaction records. Reactants: CC(C)O, O=C(c1ccccc1)c1ccc(N2CCCCC2)c([N+](=O)[O-])c1. The product is Nc1cc(C(=O)c2ccccc2)ccc1N1CCCCC1. As a reaction SMILES: [CH:24]([OH:25])([CH3:26])[CH3:27].[N+:1]([O-:2])(=[O:3])[c:4]1[cH:5][c:6]([C:7](=[O:8])[c:9]2[cH:10][cH:11][cH:12][cH:13][cH:14]2)[cH:15][cH:16][c:17]1[N:18]1[CH2:19][CH2:20][CH2:21][CH2:22][CH2:23]1>>[NH2:1][c:4]1[cH:5][c:6]([C:7](=[O:8])[c:9]2[cH:10][cH:11][cH:12][cH:13][cH:14]2)[cH:15][cH:16][c:17]1[N:18]1[CH2:19][CH2:20][CH2:21][CH2:22][CH2:23]1. Reactants: BrCC1=NC(=CC=C1)F (2-bromomethyl-6-fluoropyridine), BrCC1=NC(=CC=C1)F (2-bromomethyl-6-fluoropyridine), BrC(C1=NC(=CC=C1)F)Br (2-dibromomethyl-6-fluoropyridine). Yields the product BrCCC1=NC(=CC=C1)F (2-BROMOETHYL-6-FLUOROPYRIDINE). Reaction SMILES: Br[CH2:2][C:3]1[CH:8]=[CH:7][CH:6]=[C:5]([F:9])[N:4]=1.[Br:10][CH:11](Br)C1C=CC=C(F)N=1>>[Br:10][CH2:11][CH2:2][C:3]1[CH:8]=[CH:7][CH:6]=[C:5]([F:9])[N:4]=1. Procedure: Fractions 2 and 3 were >96% pure 2-bromomethyl-6-fluoropyridine and were therefore combined. Fraction 4 was composed of a 1:1 mixture of 2-bromomethyl-6-fluoropyridine and 2-dibromomethyl-6-fluoropyridine. The nmr spectra was consistent with the proposed structure for Fractions 2 and 3. Reactants: ClC1=CC(=C(N)C=C1Cl)[N+](=O)[O-] (4,5-dichloro-2-nitroaniline), C(O)CN (ethanolamine). Run in O1CCOCC1 (dioxane), O1CCOCC1 (dioxane). Reported procedure: 0.11 mole (22.8 g) of 4,5-dichloro-2-nitroaniline is added to a solution of 0.55 mole (33.3 ml) of ethanolamine in 70 ml of dioxane. The reaction mixture is heated for 6 hours in refluxing dioxane. After dilution with water and neutralization with concentrated hydrochloric acid, the expected product precipitates. Reaction SMILES: [Cl:1][C:2]1[C:8](Cl)=[CH:7][C:5]([NH2:6])=[C:4]([N+:10]([O-:12])=[O:11])[CH:3]=1.[CH2:13]([CH2:15][NH2:16])[OH:14]>O1CCOCC1>[NH2:6][C:5]1[CH:7]=[C:8]([NH:16][CH2:15][CH2:13][OH:14])[C:2]([Cl:1])=[CH:3][C:4]=1[N+:10]([O-:12])=[O:11]. Product: NC1=C(C=C(C(=C1)NCCO)Cl)[N+](=O)[O-] (2-amino-4-β-hydroxyethylamino-5-chloronitrobenzene). Starting materials: CC(C)(C)[Si](C)(C)OCC1CC(n2ccc3c(NCC4CC4)ncnc32)CC1O[Si](C)(C)C(C)(C)C, C1CCOC1, F, c1ccncc1, c1ccncc1. Product: CC(C)(C)[Si](C)(C)OC1CC(n2ccc3c(NCC4CC4)ncnc32)CC1CO. RXN SMILES: [C:1]([CH3:2])([CH3:3])([CH3:4])[Si:5]([O:6][CH:7]1[CH2:8][CH:9]([n:21]2[cH:22][cH:23][c:24]3[c:25]2[n:26][cH:27][n:28][c:29]3[NH:30][CH2:31][CH:32]2[CH2:33][CH2:34]2)[CH2:10][CH:11]1[CH2:12][O:13][Si:14]([C:15]([CH3:16])([CH3:17])[CH3:18])([CH3:19])[CH3:20])([CH3:35])[CH3:36].[CH2:44]1[O:45][CH2:46][CH2:47][CH2:48]1.[FH:37].[cH:49]1[cH:50][cH:51][n:52][cH:53][cH:54]1.[n:38]1[cH:39][cH:40][cH:41][cH:42][cH:43]1>>[C:1]([CH3:2])([CH3:3])([CH3:4])[Si:5]([O:6][CH:7]1[CH2:8][CH:9]([n:21]2[cH:22][cH:23][c:24]3[c:25]2[n:26][cH:27][n:28][c:29]3[NH:30][CH2:31][CH:32]2[CH2:33][CH2:34]2)[CH2:10][CH:11]1[CH2:12][OH:13])([CH3:35])[CH3:36]. Starting materials: O1C2C[C@@H](CC3CC[C@H]4[C@@H]5CC[C@H]([C@@H](CC1CC(C)C)C)[C@]5(CC[C@@H]4[C@@]23C)C)O (1,23-epoxy-cholestane-3β-ol), O.CO (water methanol), [N-]=[N+]=[N-].[Na+] (NaN3), colorless crystals. Run in CS(=O)C (dimethyl sulfoxide). The product is N(=[N+]=[N-])[C@H]1[C@@H]([C@@H](CC2CC[C@H]3[C@@H]4CC[C@H]([C@@H](CCCC(C)C)C)[C@]4(CC[C@@H]3[C@@]12C)C)O)O (1α-Azido-cholestane-2β,3β-diol). Reaction SMILES: O1[CH:16]([CH2:17][CH:18]([CH3:20])[CH3:19])[CH2:15][C@@H:14]([CH3:21])[C@@H:13]2[C@@:22]3([CH3:28])[CH2:23][CH2:24][C@@H:25]4[C@:26]5([CH3:27])[CH:6]([CH2:7][CH2:8][C@H:9]4[C@@H:10]3[CH2:11][CH2:12]2)[CH2:5][C@@H:4](O)C[CH:2]15.[N-:30]=[N+:31]=[N-:32].[Na+].[OH2:34].[CH3:35][OH:36]>CS(C)=O>[N:30]([C@@H:2]1[C@@:26]2([CH3:27])[CH:6]([CH2:7][CH2:8][C@@H:9]3[C@@H:25]2[CH2:24][CH2:23][C@@:22]2([CH3:28])[C@H:10]3[CH2:11][CH2:12][C@@H:13]2[C@H:14]([CH3:21])[CH2:15][CH2:16][CH2:17][CH:18]([CH3:19])[CH3:20])[CH2:5][C@@H:4]([OH:34])[C@H:35]1[OH:36])=[N+:31]=[N-:32] |f:1.2,3.4|. Procedure: Variant 2: If 2.1 g 1,23-epoxy-cholestane-3β-ol are converted with NaN3 in dimethyl sulfoxide, 1.7 g of colorless crystals are obtained (from water/methanol) with a m.p. of 143-144° C. Starting materials: N1=CC(=CC=C1)C1=CC=NC=2N1N=CC2CO (7-(3-pyridyl)pyrazolo-[1,5-a]pyrimidine-3-methanol), [C-]#N.[K+] (potassium cyanide). Run in CN(C=O)C (N,N-dimethylformamide). Run at temperature 100 celsius. The product is N1=CC(=CC=C1)C1=CC=NC=2N1N=CC2CC#N (7-(3-pyridyl)pyrazolo[1,5-a]pyrimidine-3-acetonitrile). Reaction SMILES: [N:1]1[CH:6]=[CH:5][CH:4]=[C:3]([C:7]2[N:12]3[N:13]=[CH:14][C:15]([CH2:16]O)=[C:11]3[N:10]=[CH:9][CH:8]=2)[CH:2]=1.[C-:18]#[N:19].[K+]>CN(C)C=O>[N:1]1[CH:6]=[CH:5][CH:4]=[C:3]([C:7]2[N:12]3[N:13]=[CH:14][C:15]([CH2:16][C:18]#[N:19])=[C:11]3[N:10]=[CH:9][CH:8]=2)[CH:2]=1 |f:1.2|. Reported procedure: A mixture of 0.01 mole of 7-(3-pyridyl)pyrazolo-[1,5-a]pyrimidine-3-methanol and 0.025 mole of potassium cyanide in N,N-dimethylformamide is heated at 100° C. for 16 hours. The solvent is removed and water is added to the residue to give 7-(3-pyridyl)pyrazolo[1,5-a]pyrimidine-3-acetonitrile. A mixture of 0.001 mole of the preceding compound in a 1:1 mixture of acetic acid and concentrated hydrochloric acid is heated at reflux temperature for 16 hours. The solvent is removed to give 7-(3-pyridyl)...